Dataset: the Open Reaction Database (ORD), a public repository of structured organic reaction records. Task: describe an organic reaction: reactants, conditions, products, and yield Reactants: CN(N)c1ccccc1, C=CCC(O)(CCCl)c1ccc(F)cc1. Yields the product C=CCC(O)(CCNN(C)c1ccccc1)c1ccc(F)cc1. Reaction SMILES: [CH3:16][N:17]([NH2:18])[c:19]1[cH:20][cH:21][cH:22][cH:23][cH:24]1.[Cl:1][CH2:2][CH2:3][C:4]([CH2:5][CH:6]=[CH2:7])([OH:8])[c:9]1[cH:10][cH:11][c:12]([F:15])[cH:13][cH:14]1>>[CH2:2]([CH2:3][C:4]([CH2:5][CH:6]=[CH2:7])([OH:8])[c:9]1[cH:10][cH:11][c:12]([F:15])[cH:13][cH:14]1)[NH:18][N:17]([CH3:16])[c:19]1[cH:20][cH:21][cH:22][cH:23][cH:24]1.